From a dataset of the Open Reaction Database (ORD), a public repository of structured organic reaction records. describe an organic reaction: reactants, conditions, products, and yield Reported procedure: Under a nitrogen stream, lithium aluminum hydride (0.38 g, 0.01 mol) was suspended in dehydrating ether (8 ml) and ethyl 1-(1-hydroxy-1-phenylmethyl)cyclopentanecarboxylate (2.46 g, 0.01 mol) as 8 ml of a dehydrating ether solution was added dropwise over 30 min while stirring the mixture at room temperature. After the completion of dropwise addition, the mixture was stirred for 30 min while gently refluxing, then 10% aqueous sodium hydrogen carbonate (1 ml) was slowly added dropwise under ice-c... The solvent is CCOCC (ether), CCOCC (ether), CCOCC (ether). The product is OC(C1(CCCC1)CO)C1=CC=CC=C1 (1-(hydroxyphenylmethyl)-1-hydroxymethylcyclopentane). RXN SMILES: [H-].[Al+3].[Li+].[H-].[H-].[H-].[OH:7][CH:8]([C:15]1([C:20](OCC)=[O:21])[CH2:19][CH2:18][CH2:17][CH2:16]1)[C:9]1[CH:14]=[CH:13][CH:12]=[CH:11][CH:10]=1.C(=O)([O-])O.[Na+].[OH-].[Na+]>CCOCC>[OH:7][CH:8]([C:9]1[CH:10]=[CH:11][CH:12]=[CH:13][CH:14]=1)[C:15]1([CH2:20][OH:21])[CH2:16][CH2:17][CH2:18][CH2:19]1 |f:0.1.2.3.4.5,7.8,9.10|. Isolated yield 87.3%. The reactants are [H-].[Al+3].[Li+].[H-].[H-].[H-] (lithium aluminum hydride), [OH-].[Na+] (sodium hydroxide), OC(C1=CC=CC=C1)C1(CCCC1)C(=O)OCC (ethyl 1-(1-hydroxy-1-phenylmethyl)cyclopentanecarboxylate), C(O)([O-])=O.[Na+] (sodium hydrogen carbonate).